The task is: describe an organic reaction: reactants, conditions, products, and yield. This data is from the Open Reaction Database (ORD), a public repository of structured organic reaction records. Reactants: FC1=C(C=C(C=C1)NC(=O)C1=CC=CC2=CC(=CC=C12)CC1=NC=NC(=C1)Cl)C(F)(F)F (6-(6-chloro-pyrimidin-4-ylmethyl)-naphthalene-1-carboxylic acid (4-fluoro-3-trifluoromethyl-phenyl)-amide), CN (methylamine). Run in C1CCOC1 (THF). Yields the product FC1=C(C=C(C=C1)NC(=O)C1=CC=CC2=CC(=CC=C12)CC1=NC=NC(=C1)NC)C(F)(F)F (6-(6-Methylamino-pyrimidin-4-ylmethyl)-naphthalene-1-carboxylic acid (4-fluoro-3-trifluoromethyl-phenyl)-amide). Reaction SMILES: [F:1][C:2]1[CH:7]=[CH:6][C:5]([NH:8][C:9]([C:11]2[C:20]3[C:15](=[CH:16][C:17]([CH2:21][C:22]4[CH:27]=[C:26](Cl)[N:25]=[CH:24][N:23]=4)=[CH:18][CH:19]=3)[CH:14]=[CH:13][CH:12]=2)=[O:10])=[CH:4][C:3]=1[C:29]([F:32])([F:31])[F:30].[CH3:33][NH2:34]>C1COCC1>[F:1][C:2]1[CH:7]=[CH:6][C:5]([NH:8][C:9]([C:11]2[C:20]3[C:15](=[CH:16][C:17]([CH2:21][C:22]4[CH:27]=[C:26]([NH:34][CH3:33])[N:25]=[CH:24][N:23]=4)=[CH:18][CH:19]=3)[CH:14]=[CH:13][CH:12]=2)=[O:10])=[CH:4][C:3]=1[C:29]([F:32])([F:31])[F:30]. Reported procedure: A solution of 40 mg (0.087 mMol) 6-(6-chloro-pyrimidin-4-ylmethyl)-naphthalene-1-carboxylic acid (4-fluoro-3-trifluoromethyl-phenyl)-amide and 750 μl methylamine (2 M in THF; 1.5 mMol) in 1.5 ml THF is stirred in a sealed vessel for 20 h at rt and 3.5 h at 65° C. Concentration and chromatography (Combi Flash; EtOAc→EtOAc/EtOH 9:1) gives the title compound: MS: [M+1]+=455; TLC(EtOAc/EtOH 9:1): Rf=0.27. The reactants are Phase I, N[C@@H](CC(=O)OC)C1=CC=CC=C1 (methyl (3S)-3-amino-3-phenylpropanoate), [N+](=O)([O-])C1=C(C=CC(=C1)[N+](=O)[O-])Cl (2,4-dinitrochlorobenzene), NC1=C(C(=O)NC=2C=CC3=C(N(C=N3)C(CC(=O)O)C3=CC=CC=C3)C2)C=CC=C1 (3-{6-[(2-aminobenzoyl)amino]-1H-benzimidazol-1-yl}-3-phenylpropanoic acid). Product: [N+](=O)([O-])C1=CC2=C(N(C=N2)[C@@H](CC(=O)O)C2=CC=CC=C2)C=C1 ((3S)-3-(5-Nitro-1H-benzimidazol-1-yl)-3-phenylpropanoic acid). RXN SMILES: N[C@H](C1C=CC=CC=1)CC(OC)=O.[N+:14]([C:17]1[CH:22]=[C:21]([N+:23]([O-:25])=[O:24])[CH:20]=[CH:19][C:18]=1Cl)([O-])=O.NC1C=CC=CC=1C(NC1C=CC2N=C[N:38]([CH:41]([C:46]3[CH:51]=[CH:50][CH:49]=[CH:48][CH:47]=3)[CH2:42][C:43]([OH:45])=[O:44])[C:37]=2C=1)=O>>[N+:23]([C:21]1[CH:20]=[CH:19][C:18]2[N:38]([C@H:41]([C:46]3[CH:51]=[CH:50][CH:49]=[CH:48][CH:47]=3)[CH2:42][C:43]([OH:45])=[O:44])[CH:37]=[N:14][C:17]=2[CH:22]=1)([O-:25])=[O:24]. Reported procedure: Using a similar procedure to that described in Preparation 45, the title compound (19 mg) was prepared from methyl (3S)-3-amino-3-phenylpropanoate and 2,4-dinitrochlorobenzene, and liberated as the free acid using a procedure similar to that described in Preparation II. [LCMS (Method C, Mobile Phase I) RT=2.60 min, MH+ 312].